This data is from the Open Reaction Database (ORD), a public repository of structured organic reaction records. The task is: describe an organic reaction: reactants, conditions, products, and yield Solvent: O1CCOCC1 (dioxane), C1CCOC1 (THF). Reported procedure: To a solution of 105 mg of 1-{1-[(5-amino-1H-indol-2-yl)carbonyl]piperidin-4-yl}-2-methylpropan-2-ol in 2 mL of dioxane and 2 mL of THF was added 32 μL of acetic anhydride, followed by stirring at room temperature for 2 hours. Water was added to the reaction liquid, followed by extraction with ethyl acetate. The organic layer was washed with saturated aqueous sodium chloride solution, dried over sodium sulfate, and then concentrated under reduced pressure. The residue was purified by silica gel ... Run at time 2 hour. Reaction SMILES: [NH2:1][C:2]1[CH:3]=[C:4]2[C:8](=[CH:9][CH:10]=1)[NH:7][C:6]([C:11]([N:13]1[CH2:18][CH2:17][CH:16]([CH2:19][C:20]([CH3:23])([OH:22])[CH3:21])[CH2:15][CH2:14]1)=[O:12])=[CH:5]2.[C:24](OC(=O)C)(=[O:26])[CH3:25].O>O1CCOCC1.C1COCC1>[OH:22][C:20]([CH3:23])([CH3:21])[CH2:19][CH:16]1[CH2:17][CH2:18][N:13]([C:11]([C:6]2[NH:7][C:8]3[C:4]([CH:5]=2)=[CH:3][C:2]([NH:1][C:24](=[O:26])[CH3:25])=[CH:10][CH:9]=3)=[O:12])[CH2:14][CH2:15]1. Yields the product OC(CC1CCN(CC1)C(=O)C=1NC2=CC=C(C=C2C1)NC(C)=O)(C)C (N-(2-{[4-(2-hydroxy-2-methylpropyl)piperidin-1-yl]carbonyl}-1H-indol-5-yl) acetamide). Reactants: NC=1C=C2C=C(NC2=CC1)C(=O)N1CCC(CC1)CC(C)(O)C (1-{1-[(5-amino-1H-indol-2-yl)carbonyl]piperidin-4-yl}-2-methylpropan-2-ol), C(C)(=O)OC(C)=O (acetic anhydride), O (Water). The product is CCC(O)c1ccccc1Br. The reactants are [Br-], O=Cc1ccccc1Br, CC[Mg+], C=Cc1ccccc1. Reaction SMILES: [Br-:18].[Br:9][c:10]1[c:11]([CH:12]=[O:13])[cH:14][cH:15][cH:16][cH:17]1.[CH2:19]([Mg+:20])[CH3:21].[CH2:1]=[CH:2][c:3]1[cH:4][cH:5][cH:6][cH:7][cH:8]1>>[CH2:1]([CH3:2])[CH:12]([c:11]1[c:10]([Br:9])[cH:17][cH:16][cH:15][cH:14]1)[OH:13]. Reactants: C=CCC1(CO)CC(=O)N(C(C)c2ccccc2)C1, CI, CO, [H-], [Na+], C1CCOC1. The product is C=CCC1(COC)CC(=O)N(C(C)c2ccccc2)C1. Reaction SMILES: [CH2:5]([CH:6]=[CH2:7])[C:8]1([CH2:22][OH:23])[CH2:9][C:10](=[O:21])[N:11]([CH:13]([CH3:14])[c:15]2[cH:16][cH:17][cH:18][cH:19][cH:20]2)[CH2:12]1.[CH3:1][I:2].[CH3:24][OH:25].[H-:3].[Na+:4].[O:26]1[CH2:27][CH2:28][CH2:29][CH2:30]1>>[CH3:1][O:23][CH2:22][C:8]1([CH2:5][CH:6]=[CH2:7])[CH2:9][C:10](=[O:21])[N:11]([CH:13]([CH3:14])[c:15]2[cH:16][cH:17][cH:18][cH:19][cH:20]2)[CH2:12]1. The reactants are [OH-].[Na+] (sodium hydroxide), C(C)(=O)SCC(C(=O)NC=1C=C(C(=O)OCC)C=CC1)CC1=CC=CC=C1 (Ethyl 3-[(2-acetylthiomethyl-3-phenylpropionyl)-amino]benzoate), C(CC(O)(C(=O)O)CC(=O)O)(=O)O (citric acid). The solvent is CO (methanol), CO (methanol). Reaction conditions: time 2 hour. The product is SCC(C(=O)NC=1C=C(C(=O)O)C=CC1)CC1=CC=CC=C1 (3-[(2-mercaptomethyl-3-phenylpropionyl)amino]benzoic acid). Yield: 76.7%. Reaction SMILES: C([S:4][CH2:5][CH:6]([CH2:21][C:22]1[CH:27]=[CH:26][CH:25]=[CH:24][CH:23]=1)[C:7]([NH:9][C:10]1[CH:11]=[C:12]([CH:18]=[CH:19][CH:20]=1)[C:13]([O:15]CC)=[O:14])=[O:8])(=O)C.[OH-].[Na+].C(O)(=O)CC(CC(O)=O)(C(O)=O)O>CO>[SH:4][CH2:5][CH:6]([CH2:21][C:22]1[CH:23]=[CH:24][CH:25]=[CH:26][CH:27]=1)[C:7]([NH:9][C:10]1[CH:11]=[C:12]([CH:18]=[CH:19][CH:20]=1)[C:13]([OH:15])=[O:14])=[O:8] |f:1.2|. Reported procedure: Ethyl 3-[(2-acetylthiomethyl-3-phenylpropionyl)-amino]benzoate (6.37 g) is dissolved in methanol (100 ml), and thereto is added 1 N aqueous sodium hydroxide solution (49.5 ml) under ice cooling, and the mixture is stirred for 2 hours under nitrogen. After stirring further at room temperature overnight, the reaction mixture is acidified with saturated aqueous citric acid solution, and methanol is distilled off under reduced pressure. To the residue is added water (50 ml), and the mixture is extra... Conditions: time 16 hour. Solvent: O1CCOCC1 (dioxane). As a reaction SMILES: [F:1][C:2]1[CH:7]=[CH:6][C:5]([C:8]2[O:12][C:11]([N:13]3[CH2:18][CH2:17][NH:16][CH2:15][CH2:14]3)=[N:10][C:9]=2[CH2:19][O:20][CH2:21][C:22]([F:25])([F:24])[F:23])=[CH:4][CH:3]=1.Cl[CH2:27][CH2:28][C:29]1[CH:30]=[CH:31][C:32]([O:39][CH3:40])=[C:33]([S:35]([NH2:38])(=[O:37])=[O:36])[CH:34]=1.[I-].[Na+].C(N(C(C)C)CC)(C)C>O1CCOCC1>[F:1][C:2]1[CH:7]=[CH:6][C:5]([C:8]2[O:12][C:11]([N:13]3[CH2:18][CH2:17][N:16]([CH2:27][CH2:28][C:29]4[CH:30]=[CH:31][C:32]([O:39][CH3:40])=[C:33]([S:35]([NH2:38])(=[O:36])=[O:37])[CH:34]=4)[CH2:15][CH2:14]3)=[N:10][C:9]=2[CH2:19][O:20][CH2:21][C:22]([F:25])([F:23])[F:24])=[CH:4][CH:3]=1 |f:2.3|. Starting materials: FC1=CC=C(C=C1)C1=C(N=C(O1)N1CCNCC1)COCC(F)(F)F (1-[5-(4-fluoro-phenyl)-4-(2,2,2-trifluoro-ethoxymethyl)-oxazol-2-yl]-piperazine), ClCCC=1C=CC(=C(C1)S(=O)(=O)N)OC (5-(2-chloroethyl)-2-methoxy-benzenesulfonamide), [I-].[Na+] (sodium iodide), C(C)(C)N(CC)C(C)C (diisopropylethylamine). Procedure: A solution of 1-[5-(4-fluoro-phenyl)-4-(2,2,2-trifluoro-ethoxymethyl)-oxazol-2-yl]-piperazine (0.15 g; 0.42 mmol) in dry dioxane (5 ml) is treated with 5-(2-chloroethyl)-2-methoxy-benzenesulfonamide (0.25 g; 1.0 mmol), sodium iodide (0.15 g; 1.0 mmol) and diisopropylethylamine (0.36 ml; 2.09 mmol) and heated to 100 C. for 16 hours. The reaction mixture is partitioned between ethyl acetate (40 ml) and dilute sodium bicarbonate (20 ml). The aqueous phase is extracted with ethyl acetate (20 ml). Th... The product is FC1=CC=C(C=C1)C1=C(N=C(O1)N1CCN(CC1)CCC=1C=CC(=C(C1)S(=O)(=O)N)OC)COCC(F)(F)F (5-(2-{4-[5-(4-Fluoro-phenyl)-4-(2,2,2-trifluoro-ethoxymethyl)-oxazol-2-yl]-piperazin-1-yl}-ethyl)-2-methoxy-benzenesulfonamide). The yield is 58.2%. Starting materials: NCCc1ccc2c(c1)OCO2, Cc1sc2nc(-c3ccno3)nc(Cl)c2c1Cl. Yields the product Cc1sc2nc(-c3ccno3)nc(NCCc3ccc4c(c3)OCO4)c2c1Cl. RXN SMILES: [CH2:1]1[O:2][c:3]2[cH:4][c:5]([CH2:6][CH2:7][NH2:8])[cH:9][cH:10][c:11]2[O:12]1.[Cl:13][c:14]1[c:15]2[c:16]([n:17][c:18](-[c:20]3[cH:21][cH:22][n:23][o:24]3)[n:19]1)[s:25][c:26]([CH3:29])[c:27]2[Cl:28]>>[CH2:1]1[O:2][c:3]2[cH:4][c:5]([CH2:6][CH2:7][NH:8][c:14]3[c:15]4[c:16]([n:17][c:18](-[c:20]5[cH:21][cH:22][n:23][o:24]5)[n:19]3)[s:25][c:26]([CH3:29])[c:27]4[Cl:28])[cH:9][cH:10][c:11]2[O:12]1. Starting materials: ClC1=NC(=CC(=C1)CO)C(F)(F)F ([2-chloro-6-(trifluoromethyl)pyridin-4-yl]methanol), N1C=NC=C1 (1H-imidazole), C(C)(C)(C)[Si](C1=CC=CC=C1)(C1=CC=CC=C1)Cl (tert-butylchlorodiphenylsilane). Reagents/catalysts: CN(C1=CC=NC=C1)C (4-dimethylaminopyridine). Run in C(Cl)Cl (methylene chloride), C(C)OCC (diethyl ether). Product: [Si](C1=CC=CC=C1)(C1=CC=CC=C1)(C(C)(C)C)OCC1=CC(=NC(=C1)C(F)(F)F)Cl (4-({[tert-Butyl(diphenyl)silyl]oxy}methyl)-2-chloro-6-(trifluoromethyl)pyridine). As a reaction SMILES: [Cl:1][C:2]1[CH:7]=[C:6]([CH2:8][OH:9])[CH:5]=[C:4]([C:10]([F:13])([F:12])[F:11])[N:3]=1.N1C=CN=C1.[C:19]([Si:23](Cl)([C:30]1[CH:35]=[CH:34][CH:33]=[CH:32][CH:31]=1)[C:24]1[CH:29]=[CH:28][CH:27]=[CH:26][CH:25]=1)([CH3:22])([CH3:21])[CH3:20]>C(Cl)Cl.CN(C)C1C=CN=CC=1.C(OCC)C>[Si:23]([O:9][CH2:8][C:6]1[CH:5]=[C:4]([C:10]([F:11])([F:12])[F:13])[N:3]=[C:2]([Cl:1])[CH:7]=1)([C:19]([CH3:22])([CH3:21])[CH3:20])([C:30]1[CH:31]=[CH:32][CH:33]=[CH:34][CH:35]=1)[C:24]1[CH:29]=[CH:28][CH:27]=[CH:26][CH:25]=1. Reported procedure: To a solution of [2-chloro-6-(trifluoromethyl)pyridin-4-yl]methanol (142 mg, 0.671 mmol) in methylene chloride (1.0 mL) at 0° C. was added 1H-imidazole (55 mg, 0.80 mmol) followed by tert-butylchlorodiphenylsilane (190 μL, 0.74 mmol) and 4-dimethylaminopyridine (4 mg, 0.03 mmol). The reaction was stirred with warming to room temperature for 64 hours. The reaction mixture was diluted with diethyl ether and was washed with water followed by brine, dried over sodium sulfate, decanted and concentrat...